From a dataset of the Open Reaction Database (ORD), a public repository of structured organic reaction records. describe an organic reaction: reactants, conditions, products, and yield Starting materials: IC1=C2C=CNC(C2=CC=C1)=O (5-iodo-2H-isoquinolin-1-one), BrC(CCC)CCC (4-bromoheptane), [OH-].[K+] (potassium hydroxide). Reagents/catalysts: [Br-].C(CCC)[N+](CCCC)(CCCC)CCCC (tetrabutylammonium bromide). Solvent: C1(=CC=CC=C1)C (toluene). Product: IC1=C2C=CN(C(C2=CC=C1)=O)C(CCC)CCC (5-iodo-2-(1-propylbutyl)isoquinolin-1(2H)-one). Isolated yield 117.5%. As a reaction SMILES: [I:1][C:2]1[CH:11]=[CH:10][CH:9]=[C:8]2[C:3]=1[CH:4]=[CH:5][NH:6][C:7]2=[O:12].Br[CH:14]([CH2:18][CH2:19][CH3:20])[CH2:15][CH2:16][CH3:17].[OH-].[K+]>[Br-].C([N+](CCCC)(CCCC)CCCC)CCC.C1(C)C=CC=CC=1>[I:1][C:2]1[CH:11]=[CH:10][CH:9]=[C:8]2[C:3]=1[CH:4]=[CH:5][N:6]([CH:14]([CH2:18][CH2:19][CH3:20])[CH2:15][CH2:16][CH3:17])[C:7]2=[O:12] |f:2.3,4.5|. Procedure details: 0.2 g of 5-iodo-2H-isoquinolin-1-one, 234 mg of 4-bromoheptane, 62 mg of finely ground potassium hydroxide, 79 mg of tetrabutylammonium bromide then 28 cm3 of toluene are stirred, under an inert atmosphere, for 6 h at the reflux of the solvent. The reaction mixture is filtered through sintered glass. The filtrate is concentrated using a rotary evaporator under reduced pressure (5 kPa). The 320 mg of brown oil obtained are purified by flash chromatography over silica (column: 35 g; particle size:... Reactants: C(CCC)OC1=C(C=CC(=C1)C(=O)OCCCC)C1=C(C=CC(=C1)OC)F (Butyl 2-(butyloxy)-2′-fluoro-5′-(methyloxy)-1,1′-biphenyl-4-carboxylate), C1CCOC1 (THF), [H-].[H-].[H-].[H-].[Li+].[Al+3] (LAH). The solvent is O (water). Reaction conditions: time 1 hour. Product: C(CCC)OC1=C(C=CC(=C1)CO)C1=C(C=CC(=C1)OC)F ((2-(Butyloxy)-2′-fluoro-5′-(methyloxy)-1,1′-biphenyl-4-yl)methanol). The yield is 96.6%. As a reaction SMILES: [CH2:1]([O:5][C:6]1[CH:11]=[C:10]([C:12](OCCCC)=[O:13])[CH:9]=[CH:8][C:7]=1[C:19]1[CH:24]=[C:23]([O:25][CH3:26])[CH:22]=[CH:21][C:20]=1[F:27])[CH2:2][CH2:3][CH3:4].C1COCC1.[H-].[H-].[H-].[H-].[Li+].[Al+3]>O>[CH2:1]([O:5][C:6]1[CH:11]=[C:10]([CH2:12][OH:13])[CH:9]=[CH:8][C:7]=1[C:19]1[CH:24]=[C:23]([O:25][CH3:26])[CH:22]=[CH:21][C:20]=1[F:27])[CH2:2][CH2:3][CH3:4] |f:2.3.4.5.6.7|. Procedure details: To a mixture of T9.3 (1.1530 g, 3.079 mmol) and THF (10 mL) at 0° C. was added LAH (1.0 M solution in THF (4.619 mL, 4.619 mmol)). The reaction was stirred for one hour and then carefully diluted with water, extracted with EtOAc, washed with brine, dried over sodium sulfate, filtered, and concentrated to provide T9.4 (0.9050 g, 96.57% yield). Reactants: COC(=O)C=1SC(=CC1N)C1=CC=CC=C1 (3-amino-5-phenyl-thiophene-2-carboxylic acid methyl ester), S1CCC(CC1)=O (tetrahydro-thiopyran-4-one), C1(=CC=CC=C1)[SiH3] (PhSiH3). Reagents/catalysts: [Sn](Cl)(Cl)(CCCC)CCCC (Bu2SnCl2). Solvent: C1CCOC1 (THF). Yields the product COC(=O)C=1SC(=CC1NC1CCSCC1)C1=CC=CC=C1 (5-phenyl-3-(tetrahydro-thiopyran-4-ylamino)-thiophene-2-carboxylic acid methyl ester). Yield: 56.5%. RXN SMILES: [CH3:1][O:2][C:3]([C:5]1[S:6][C:7]([C:11]2[CH:16]=[CH:15][CH:14]=[CH:13][CH:12]=2)=[CH:8][C:9]=1[NH2:10])=[O:4].[S:17]1[CH2:22][CH2:21][C:20](=O)[CH2:19][CH2:18]1.C1([SiH3])C=CC=CC=1>C1COCC1.[Sn](CCCC)(CCCC)(Cl)Cl>[CH3:1][O:2][C:3]([C:5]1[S:6][C:7]([C:11]2[CH:16]=[CH:15][CH:14]=[CH:13][CH:12]=2)=[CH:8][C:9]=1[NH:10][CH:20]1[CH2:21][CH2:22][S:17][CH2:18][CH2:19]1)=[O:4]. Procedure: Reductive amination of 3-amino-5-phenyl-thiophene-2-carboxylic acid methyl ester (0.933 g, 4.0 mmol) and tetrahydro-thiopyran-4-one (0.464 g, 4.0 mmol)in THF (1.0 mL) employing Bu2SnCl2 (60.5 mg, 0.2 mmol) and PhSiH3 (0.476 g, 0.542 mL) was carried out as described for example 13, step 1 gave 5-phenyl-3-(tetrahydro-thiopyran-4-ylamino)-thiophene-2-carboxylic acid methyl ester (0.753 g, 56.3%). NMR 1H (CDCl3, 400 MHz): 7.64-7.6 (m, 2H), 7.44-7.34 (m, 3H), 6.9 (brm, 1H), 6.81 (brs, 1H), 3.84 (s, 3... The reactants are C(C)(C)(C)OC(=O)N1[C@@H](CC(C1)=NOC)C(=O)O ((2S,4EZ)-1-(tert-butoxycarbonyl)-4-(methoxyimino)-2-pyrrolidinecarboxylic acid), C1(=CC=C(C=C1)S(=O)(=O)Cl)C1=CC=CC=C1 ([1,1′-biphenyl]-4-sulfonyl chloride), N[C@H]1[C@H](CCCC1)CO ([(1S,2R)-2-aminocyclohexyl]methanol). Yields the product C1(=CC=C(C=C1)S(=O)(=O)N1[C@@H](CC(C1)=NOC)C(=O)N[C@H]1[C@H](CCCC1)CO)C1=CC=CC=C1 ((2S,4EZ)-1-([1,1′-biphenyl]-4-ylsulfonyl)-N-[(1R,2S)-2-(hydroxymethyl)-cyclohexyl]-4-(methoxyimino)-2-pyrrolidinecarboxamide). RXN SMILES: C(OC([N:8]1[CH2:12][C:11](=[N:13][O:14][CH3:15])[CH2:10][C@H:9]1[C:16]([OH:18])=O)=O)(C)(C)C.[C:19]1([C:29]2[CH:34]=[CH:33][CH:32]=[CH:31][CH:30]=2)[CH:24]=[CH:23][C:22]([S:25](Cl)(=[O:27])=[O:26])=[CH:21][CH:20]=1.[NH2:35][C@@H:36]1[CH2:41][CH2:40][CH2:39][CH2:38][C@@H:37]1[CH2:42][OH:43]>>[C:19]1([C:29]2[CH:34]=[CH:33][CH:32]=[CH:31][CH:30]=2)[CH:24]=[CH:23][C:22]([S:25]([N:8]2[CH2:12][C:11](=[N:13][O:14][CH3:15])[CH2:10][C@H:9]2[C:16]([NH:35][C@@H:36]2[CH2:41][CH2:40][CH2:39][CH2:38][C@@H:37]2[CH2:42][OH:43])=[O:18])(=[O:27])=[O:26])=[CH:21][CH:20]=1. Procedure details: Following the general method as outlined in Example 22, starting from (2S,4EZ)-1-(tert-butoxycarbonyl)-4-(methoxyimino)-2-pyrrolidinecarboxylic acid, [1,1′-biphenyl]-4-sulfonyl chloride, and [(1S,2R)-2-aminocyclohexyl]methanol, the title compound was obtained in 41% purity by HPLC. MS(ESI+): m/z=486. The reactants are C(C)(C)NC1=CC=CC=2C(C3=C(C=CC=C3C(C12)=O)O)=O (1-isopropylamino-5-hydroxy-anthraquinone), BrBr (bromine), C(C)(C)NC1=CC=CC=2C(C3=C(C=CC=C3C(C12)=O)O)=O (1-isopropylamino-5-hydroxy-anthraquinone). Solvent: Cl (hydrochloric acid). The product is C(C)(C)NC1=CC=C(C=2C(C3=C(C=CC=C3C(C12)=O)O)=O)Br (1-isopropylamino-5-hydroxy-4-bromanthraquinone). As a reaction SMILES: [CH:1]([NH:4][C:5]1[C:18]2[C:17](=[O:19])[C:16]3[C:11](=[C:12]([OH:20])[CH:13]=[CH:14][CH:15]=3)[C:10](=[O:21])[C:9]=2[CH:8]=[CH:7][CH:6]=1)([CH3:3])[CH3:2].[Br:22]Br>Cl>[CH:1]([NH:4][C:5]1[C:18]2[C:17](=[O:19])[C:16]3[C:11](=[C:12]([OH:20])[CH:13]=[CH:14][CH:15]=3)[C:10](=[O:21])[C:9]=2[C:8]([Br:22])=[CH:7][CH:6]=1)([CH3:3])[CH3:2]. Procedure: If the 12.9 parts of 1-isopropylamino-5-hydroxy-anthraquinone obtained in Example 3 are dissolved in 130 parts of 30% strength hydrochloric acid, 9.5 parts of bromine are added dropwise at room temperature, and the mixture is further stirred at room temperature or at elevated temperature (up to 40°) until at most 5% of 1-isopropylamino-5-hydroxy-anthraquinone can still be detected chromatographically in a sample which has been withdrawn, then 15.95 parts of 1-isopropylamino-5-hydroxy-4-bromanthr... Reactants: CCCC1CCC(CCc2ccc(C3CCC(=O)CC3)cc2)CC1, C1CCOC1, CC(C)(C)[O-], COC[P+](c1ccccc1)(c1ccccc1)c1ccccc1, [Cl-], [K+]. Yields the product CCCC1CCC(CCc2ccc(C3CCC(=COC)CC3)cc2)CC1. RXN SMILES: [CH2:30]([CH2:31][CH3:32])[CH:33]1[CH2:34][CH2:35][CH:36]([CH2:39][CH2:40][c:41]2[cH:42][cH:43][c:44]([CH:47]3[CH2:48][CH2:49][C:50](=[O:53])[CH2:51][CH2:52]3)[cH:45][cH:46]2)[CH2:37][CH2:38]1.[CH2:54]1[O:55][CH2:56][CH2:57][CH2:58]1.[CH3:24][C:25]([CH3:26])([O-:27])[CH3:28].[CH3:2][O:3][CH2:4][P+:5]([c:6]1[cH:7][cH:8][cH:9][cH:10][cH:11]1)([c:12]1[cH:13][cH:14][cH:15][cH:16][cH:17]1)[c:18]1[cH:19][cH:20][cH:21][cH:22][cH:23]1.[Cl-:1].[K+:29]>>[CH3:2][O:3][CH:4]=[C:50]1[CH2:49][CH2:48][CH:47]([c:44]2[cH:43][cH:42][c:41]([CH2:40][CH2:39][CH:36]3[CH2:35][CH2:34][CH:33]([CH2:30][CH2:31][CH3:32])[CH2:38][CH2:37]3)[cH:46][cH:45]2)[CH2:52][CH2:51]1. Starting materials: C(C)N(C(=O)C=1C=CC=2C(C3=CC=CC=C3OC2C1)=C1CC2CCC(C1)N2)CC (9-(8-aza-bicyclo[3.2.1]oct-3-ylidene)-9H-xanthene-3-carboxylic acid diethylamide), C(C)N(C(=O)C=1C=CC=2C(C3=CC=CC=C3OC2C1)=C1CC2CCC(C1)N2)CC (9-(8-Aza-bicyclo[3.2.1]oct-3-ylidene)-9H-xanthene-3-carboxylic acid diethylamide), C(C)O (ethanol), C[Si](C)(C)I (trimethylsilyl iodide). Run in C(Cl)(Cl)Cl (chloroform). Conditions: temperature 100 celsius, time 2 hour. Yields the product C(C)N(C(=O)C=1C=CC=2C(C3=CC=CC=C3OC2C1)C1CC2CCC(C1)N2)CC (9-(8-Aza-bicyclo[3.2.1]oct-3-yl)-9H-xanthene-3-carboxylic acid diethylamide). Reaction SMILES: [CH2:1]([N:3]([CH2:28][CH3:29])[C:4]([C:6]1[CH:7]=[CH:8][C:9]2[C:10](=[C:20]3[CH2:26][CH:25]4[NH:27][CH:22]([CH2:23][CH2:24]4)[CH2:21]3)[C:11]3[C:16]([O:17][C:18]=2[CH:19]=1)=[CH:15][CH:14]=[CH:13][CH:12]=3)=[O:5])[CH3:2].C(O)C.C[Si](I)(C)C>C(Cl)(Cl)Cl>[CH2:28]([N:3]([CH2:1][CH3:2])[C:4]([C:6]1[CH:7]=[CH:8][C:9]2[CH:10]([CH:20]3[CH2:26][CH:25]4[NH:27][CH:22]([CH2:23][CH2:24]4)[CH2:21]3)[C:11]3[C:16]([O:17][C:18]=2[CH:19]=1)=[CH:15][CH:14]=[CH:13][CH:12]=3)=[O:5])[CH3:29]. Procedure details: To a solution of 9-(8-aza-bicyclo[3.2.1]oct-3-ylidene)-9H-xanthene-3-carboxylic acid diethylamide, 8a (3 g, 7.7 mmol) in chloroform (50 mL) were added ethanol (2.25 mL, 38.6 mmol) and trimethylsilyl iodide (5.25 mL, 38.6 mmol). The mixture was stirred at 100° C. for 2 h in a sealed tube. The reaction was allowed to cool to rt and washed with 1 N NaOH, aqueous Na2S2O4, and brine. The organic phase was dried over sodium sulfate, filtered, and concentrated, to yield title compound 9-(8-aza-bicyclo[...